Dataset: the Open Reaction Database (ORD), a public repository of structured organic reaction records. Task: describe an organic reaction: reactants, conditions, products, and yield Starting materials: CN(C)C(=[N+](C)C)ON1C2=C(C=CC=C2)N=N1.[B-](F)(F)(F)F (TBTU), COC1=C2C(=C(N=C1)N1N=C(N=C1)C)NC=C2C(C(=O)O)=O (2-(4-methoxy-7-(3-methyl-1H-1,2,4-triazol-1-yl)-1H-pyrrolo[2,3-c]pyridin-3-yl)-2-oxoacetic acid), C1(=CC=CC=C1)C1=C2CCNCC2=CC=N1 (5-phenyl-1,2,3,4-tetrahydro-2,6-naphthyridine), C(=O)(C(F)(F)F)O (TFA), CCN(C(C)C)C(C)C (Hunig's Base). Solvent: CN(C)C=O (DMF). Run at time 5 hour. The product is expected product, COC1=C2C(=C(N=C1)N1N=C(N=C1)C)NC=C2C(C(=O)N2CC1=CC=NC(=C1CC2)C2=CC=CC=C2)=O (1-(4-methoxy-7-(3-methyl-1H-1,2,4-triazol-1-yl)-1H-pyrrolo[2,3-c]pyridin-3-yl)-2-(5-phenyl-3,4-dihydro-2,6-naphthyridin-2(1H)-yl)ethane-1,2-dione), C(=O)(C(F)(F)F)O (TFA). Isolated yield 76.0%. As a reaction SMILES: [CH3:1][O:2][C:3]1[CH:8]=[N:7][C:6]([N:9]2[CH:13]=[N:12][C:11]([CH3:14])=[N:10]2)=[C:5]2[NH:15][CH:16]=[C:17]([C:18](=[O:22])[C:19]([OH:21])=O)[C:4]=12.[C:23]1([C:29]2[N:38]=[CH:37][CH:36]=[C:35]3[C:30]=2[CH2:31][CH2:32][NH:33][CH2:34]3)[CH:28]=[CH:27][CH:26]=[CH:25][CH:24]=1.[C:39]([OH:45])([C:41]([F:44])([F:43])[F:42])=[O:40].CCN(C(C)C)C(C)C.CN(C(ON1N=NC2C=CC=CC1=2)=[N+](C)C)C.[B-](F)(F)(F)F>CN(C=O)C>[CH3:1][O:2][C:3]1[CH:8]=[N:7][C:6]([N:9]2[CH:13]=[N:12][C:11]([CH3:14])=[N:10]2)=[C:5]2[NH:15][CH:16]=[C:17]([C:18](=[O:22])[C:19]([N:33]3[CH2:32][CH2:31][C:30]4[C:35](=[CH:36][CH:37]=[N:38][C:29]=4[C:23]4[CH:24]=[CH:25][CH:26]=[CH:27][CH:28]=4)[CH2:34]3)=[O:21])[C:4]=12.[C:39]([OH:45])([C:41]([F:44])([F:43])[F:42])=[O:40] |f:4.5|. Reported procedure: To a suspension of 2-(4-methoxy-7-(3-methyl-1H-1,2,4-triazol-1-yl)-1H-pyrrolo[2,3-c]pyridin-3-yl)-2-oxoacetic acid (0.124 g, 0.413 mmol) and 5-phenyl-1,2,3,4-tetrahydro-2,6-naphthyridine, TFA (0.147 g, 0.454 mmol) in DMF (5 mL) was added Hunig's Base (0.5 mL, 2.86 mmol) followed by TBTU (0.172 g, 0.537 mmol). The solution was stirred at rt for 5 h and quenched with 5 mL of water. The solvent was removed under reduced pressure and the residue dissolved in DMF and passed through a plug of glass wo... Isolated yield 96.3%. The product is ClC1=CC(=C(C=C1)N(S(=O)(=O)C1CCCC=C1C(=O)OCC)C)F (ethyl 6-[N-(4-chloro-2-fluorophenyl)-N-methylsulfamoyl]-1-cyclohexene-1-carboxylate). The reactants are ClC1=CC(=C(C=C1)NS(=O)(=O)C1CCCC=C1C(=O)OCC)F (ethyl 6-[N-(4-chloro-2-fluorophenyl)sulfamoyl]-1-cyclohexene-1-carboxylate), ClC1=CC(=C(C=C1)NS(=O)(=O)C1CCCC=C1C(=O)OCC)F (ethyl 6-[N-(4-chloro-2-fluorophenyl)sulfamoyl]-1-cyclohexene-1-carboxylate), CI (methyl iodide), C([O-])([O-])=O.[K+].[K+] (potassium carbonate). Reaction SMILES: [Cl:1][C:2]1[CH:7]=[CH:6][C:5]([NH:8][S:9]([CH:12]2[C:17]([C:18]([O:20][CH2:21][CH3:22])=[O:19])=[CH:16][CH2:15][CH2:14][CH2:13]2)(=[O:11])=[O:10])=[C:4]([F:23])[CH:3]=1.CI.[C:26](=O)([O-])[O-].[K+].[K+]>CN(C)C=O.C(OCC)(=O)C>[Cl:1][C:2]1[CH:7]=[CH:6][C:5]([N:8]([CH3:26])[S:9]([CH:12]2[C:17]([C:18]([O:20][CH2:21][CH3:22])=[O:19])=[CH:16][CH2:15][CH2:14][CH2:13]2)(=[O:11])=[O:10])=[C:4]([F:23])[CH:3]=1 |f:2.3.4|. The solvent is CN(C=O)C (N,N-dimethylformamide), C(C)(=O)OCC (ethyl acetate). Reaction conditions: time 1 hour. Procedure details: To a solution of ethyl 6-[N-(4-chloro-2-fluorophenyl)sulfamoyl]-1-cyclohexene-1-carboxylate (Compound 1; 250 mg) obtained in Example 1 was 1.60 g) in N,N-dimethylformamide (2.5 ml), methyl iodide (118 mg), potassium carbonate (191 mg) were added and the mixture was stirred at room temperature for 1 hour. The reaction mixture was diluted with ethyl acetate (30 ml), washed with water (30 ml×2) and dried over anhydrous magnesium sulfate, and then the solvent was distilled off. The residue was purif... Reactants: C(CCCCCCCCCC)=O (n-undecanal), C=O (formaldehyde), C(CCC)NCCCC (dibutyl amine), C(CCCCCCCCCCCCCCCCC)(=O)O (stearic acid), C(CCCCCCCCCC)=O (n-undecanal), raw mixture. Run at temperature 95 celsius. The product is C=C(C=O)CCCCCCCCC (α-methylene undecanal). The yield is 1583.3%. As a reaction SMILES: [CH:1](=[O:12])[CH2:2][CH2:3][CH2:4][CH2:5][CH2:6][CH2:7][CH2:8][CH2:9][CH2:10][CH3:11].C=O.[CH2:15](NCCCC)CCC.C(O)(=O)CCCCCCCCCCCCCCCCC>>[CH2:15]=[C:2]([CH2:3][CH2:4][CH2:5][CH2:6][CH2:7][CH2:8][CH2:9][CH2:10][CH3:11])[CH:1]=[O:12]. Reported procedure: A 3 L four-necked flask equipped with a stirrer, a thermometer and a reflux condenser was charged with 1043 g (6.0 mol) of n-undecanal, 520 g (6.4 mol) of a 37% by mass formaldehyde aqueous solution, 47 g (0.36 mol) of dibutyl amine and 33 g (0.11 mol) of stearic acid, and the contents in the flask were stirred while heating at 95° C. After the elapse of 30 min. it was confirmed that no n-undecanal was present in the raw mixture, and then the mixture was cooled and separated into two layers. The... Reactants: CC(=O)[O-], CCOC(C)=O, Cc1nc(-c2cc(NC(=O)CC(=O)C(F)(F)F)ccc2Cl)sc1C, [NH4+]. The product is Cc1nc(-c2cc(NC(=O)C=C(N)C(F)(F)F)ccc2Cl)sc1C. Reaction SMILES: [CH3:26][C:27](=[O:28])[O-:29].[CH3:30][CH2:31][O:32][C:33](=[O:34])[CH3:35].[Cl:1][c:2]1[c:3](-[c:18]2[s:19][c:20]([CH3:24])[c:21]([CH3:23])[n:22]2)[cH:4][c:5]([NH:8][C:9]([CH2:10][C:11]([C:12]([F:13])([F:14])[F:15])=[O:16])=[O:17])[cH:6][cH:7]1.[NH4+:25]>>[Cl:1][c:2]1[c:3](-[c:18]2[s:19][c:20]([CH3:24])[c:21]([CH3:23])[n:22]2)[cH:4][c:5]([NH:8][C:9]([CH:10]=[C:11]([C:12]([F:13])([F:14])[F:15])[NH2:25])=[O:17])[cH:6][cH:7]1. Reactants: N1(N=NC=C1)CCCCC1=CC=C(C=C1)O (4-(4-[1,2,3]triazol-1-yl-butyl)-phenol), C([O-])([O-])=O.[Cs+].[Cs+] (cesium carbonate), ClCC=1N=C(OC1)C=CC1=CC(=C(C=C1)Cl)F (4-chloromethyl-2-[2-(4-chloro-3-fluoro-phenyl)-vinyl]-oxazole), [I-].[K+] (potassium iodide). The solvent is CC(CC)=O (2-butanone). Conditions: temperature 60 celsius, time 30 minute. The product is ClC1=C(C=C(C=C1)/C=C/C=1OC=C(N1)COC1=CC=C(C=C1)CCCCN1N=NC=C1)F (1-[4-(4-{2-[2-(E)-(4-chloro-3-fluoro-phenyl)-vinyl]-oxazol-4-ylmethoxy}-phenyl)-butyl]-1H-[1,2,3]triazole). Isolated yield 49.8%. Reaction SMILES: [N:1]1([CH2:6][CH2:7][CH2:8][CH2:9][C:10]2[CH:15]=[CH:14][C:13]([OH:16])=[CH:12][CH:11]=2)[CH:5]=[CH:4][N:3]=[N:2]1.C(=O)([O-])[O-].[Cs+].[Cs+].Cl[CH2:24][C:25]1[N:26]=[C:27]([CH:30]=[CH:31][C:32]2[CH:37]=[CH:36][C:35]([Cl:38])=[C:34]([F:39])[CH:33]=2)[O:28][CH:29]=1.[I-].[K+]>CC(=O)CC>[Cl:38][C:35]1[CH:36]=[CH:37][C:32](/[CH:31]=[CH:30]/[C:27]2[O:28][CH:29]=[C:25]([CH2:24][O:16][C:13]3[CH:12]=[CH:11][C:10]([CH2:9][CH2:8][CH2:7][CH2:6][N:1]4[CH:5]=[CH:4][N:3]=[N:2]4)=[CH:15][CH:14]=3)[N:26]=2)=[CH:33][C:34]=1[F:39] |f:1.2.3,5.6|. Reported procedure: A mixture of 0.16 g (0.74 mmol) 4-(4-[1,2,3]triazol-1-yl-butyl)-phenol and 0.14 g cesium carbonate in 20 ml 2-butanone was stirred at 60° C. for 30 min, then 0.20 g (0.74 mmol) 4-chloromethyl-2-[2-(4-chloro-3-fluoro-phenyl)-vinyl]-oxazole and 0.123 g (0.74 mmol) potassium iodide were added and stirring at 60° C. continued over night. After evaporation, 15 ml water was added and the mixture extracted thrice with 15 ml ethyl acetate. The combined organic layers were washed with 1N sodium hydroxide... Reactants: ClC1=CC=C(C=C1)NC(C1=C(C=CC(=C1)Cl)NC(=O)C=1SC(=CC1Cl)CBr)=O (N-(4-chlorophenyl)-2-[((5-(bromomethyl)-3-chlorothiophen-2-yl)carbonyl)amino]-5-chlorobenzamide), N1CCSCC1 (thiomorpholine). Product: ClC1=CC=C(C=C1)NC(C1=C(C=CC(=C1)Cl)NC(=O)C=1SC(=CC1Cl)CN1CCSCC1)=O (N-(4-chlorophenyl)-2-[((5-((thiomorpholin-4-yl)methyl)-3-chlorothiophen-2-yl)carbonyl)amino]-5-chlorobenzamide). Isolated yield 73.9%. RXN SMILES: [Cl:1][C:2]1[CH:7]=[CH:6][C:5]([NH:8][C:9](=[O:28])[C:10]2[CH:15]=[C:14]([Cl:16])[CH:13]=[CH:12][C:11]=2[NH:17][C:18]([C:20]2[S:21][C:22]([CH2:26]Br)=[CH:23][C:24]=2[Cl:25])=[O:19])=[CH:4][CH:3]=1.[NH:29]1[CH2:34][CH2:33][S:32][CH2:31][CH2:30]1>>[Cl:1][C:2]1[CH:7]=[CH:6][C:5]([NH:8][C:9](=[O:28])[C:10]2[CH:15]=[C:14]([Cl:16])[CH:13]=[CH:12][C:11]=2[NH:17][C:18]([C:20]2[S:21][C:22]([CH2:26][N:29]3[CH2:34][CH2:33][S:32][CH2:31][CH2:30]3)=[CH:23][C:24]=2[Cl:25])=[O:19])=[CH:4][CH:3]=1. Reported procedure: In a similar manner to that described in Paragraph A above, N-(4-chlorophenyl)-2-[((5-(bromomethyl)-3-chlorothiophen-2-yl)carbonyl)amino]-5-chlorobenzamide (0.5 g, 1.0 mmol) was reacted with thiomorpholine (0.5 mL, 4.8 mmol). Purification by flash chromatography on silica gel afforded 0.4 g (73% yield) of N-(4-chlorophenyl)-2-[((5-((thiomorpholin-4-yl)methyl)-3-chlorothiophen-2-yl)carbonyl)amino]-5-chlorobenzamide; as a pale yellow powder; NMR (CDCl3) 11.0 (s, 1), 9.0 (s, 1), 8.2 (d, 1), 7.8 (d,... The reactants are OC=1C=C(C=CC1)NS(=O)(=O)C1=CC=C2C=3C=CC(=CC3C(C2=C1)=O)S(=O)(=O)NC=1C=C(C=CC1)NC(C)=O (N-(3-{[(7-{[(3-Hydroxyphenyl)amino]sulfonyl}-9-oxo-9H-fluoren-2-yl)sulfonyl]amino}phenyl)acetamide), Cl.NO (hydroxylamine hydrochloride). Run in N1=CC=CC=C1 (pyridine). Run at time 30 minute. Yields the product ON=C1C2=CC(=CC=C2C=2C=CC(=CC12)S(=O)(=O)NC=1C=C(C=CC1)NC(C)=O)S(=O)(=O)NC1=CC(=CC=C1)O (N-(3-{[(9-(Hydroxyimino)-7-{[(3-hydroxyphenyl)amino]sulfonyl}-9H-fluoren-2-yl)sulfonyl]amino}phenyl)acetamide). The yield is 39.7%. As a reaction SMILES: [OH:1][C:2]1[CH:3]=[C:4]([NH:8][S:9]([C:12]2[CH:24]=[C:23]3[C:15]([C:16]4[CH:17]=[CH:18][C:19]([S:26]([NH:29][C:30]5[CH:31]=[C:32]([NH:36][C:37](=[O:39])[CH3:38])[CH:33]=[CH:34][CH:35]=5)(=[O:28])=[O:27])=[CH:20][C:21]=4[C:22]3=O)=[CH:14][CH:13]=2)(=[O:11])=[O:10])[CH:5]=[CH:6][CH:7]=1.Cl.[NH2:41][OH:42]>N1C=CC=CC=1>[OH:42][N:41]=[C:22]1[C:21]2[CH:20]=[C:19]([S:26]([NH:29][C:30]3[CH:31]=[C:32]([NH:36][C:37](=[O:39])[CH3:38])[CH:33]=[CH:34][CH:35]=3)(=[O:27])=[O:28])[CH:18]=[CH:17][C:16]=2[C:15]2[C:23]1=[CH:24][C:12]([S:9]([NH:8][C:4]1[CH:5]=[CH:6][CH:7]=[C:2]([OH:1])[CH:3]=1)(=[O:11])=[O:10])=[CH:13][CH:14]=2 |f:1.2|. Reported procedure: The product from Example 6A (223 mg, 0.396 mmol) in pyridine (3 mL) was treated with hydroxylamine hydrochloride (30 mg, 0.435 mmol) and heated at reflux. After 30 minutes, the mixture was allowed to cool to ambient temperature and partitioned between ethyl acetate and H2O. The separated organic phase was washed with 1 N HCl, brine, dried (Na2SO4), filtered, and the filtrate concentrated under reduced pressure. The residue was purified by flash chromatography (75% ethyl acetate/hexanes) to provi...